The task is: describe an organic reaction: reactants, conditions, products, and yield. This data is from the Open Reaction Database (ORD), a public repository of structured organic reaction records. Reactants: O (Water), C(C)OC(C[C@@H]1CC[C@H](CC1)NC(=O)OC(C)(C)C)=O (trans-(4-tert-Butoxycarbonylamino-cyclohexyl)-acetic acid ethyl ester), solution, CC(C)C[AlH]CC(C)C (DIBAL-H). Run in C1(=CC=CC=C1)C (toluene), C1(=CC=CC=C1)C (toluene). Run at temperature -78 celsius, time 0.5 hour. Yields the product C(C)(C)(C)OC(N[C@@H]1CC[C@H](CC1)CC=O)=O (Trans-[4-(2-Oxo-ethyl)-cyclohexyl]-carbamic acid tert-butyl ester). RXN SMILES: C([O:3][C:4](=O)[CH2:5][C@H:6]1[CH2:11][CH2:10][C@H:9]([NH:12][C:13]([O:15][C:16]([CH3:19])([CH3:18])[CH3:17])=[O:14])[CH2:8][CH2:7]1)C.CC(C[AlH]CC(C)C)C.O>C1(C)C=CC=CC=1>[C:16]([O:15][C:13](=[O:14])[NH:12][C@H:9]1[CH2:8][CH2:7][C@H:6]([CH2:5][CH:4]=[O:3])[CH2:11][CH2:10]1)([CH3:19])([CH3:17])[CH3:18]. Procedure: To a solution of trans-(4-tert-Butoxycarbonylamino-cyclohexyl)-acetic acid ethyl ester (1.04 g, 4 mmol), in toluene (10 mL) at −78° C. a 1.2M solution of DIBAL-H (5.1 mL, 6 mmol) in toluene was added. The mixture was stirred at −78° C. until TLC after 0.5 h indicated completion of the reaction. Water was added and the solution was extracted three times with dichloromethane. The combined organic layers were washed with water and brine, dried over magnesium sulfate, filtered and evaporated. The cr... Reactants: O=C([O-])[O-], Clc1cnc2c(n1)OCCN(Cc1ccccc1)C2, Cc1ncc[nH]1, [Cs+], [Cs+], I[Cu]I, CN(C)C=O. Product: Cc1nccn1-c1cnc2c(n1)OCCN(Cc1ccccc1)C2. RXN SMILES: [C:26](=[O:27])([O-:28])[O-:29].[CH2:1]([c:2]1[cH:3][cH:4][cH:5][cH:6][cH:7]1)[N:8]1[CH2:9][CH2:10][O:11][c:12]2[c:13]([n:15][cH:16][c:17]([Cl:19])[n:18]2)[CH2:14]1.[CH3:20][c:21]1[nH:22][cH:23][cH:24][n:25]1.[Cs+:30].[Cs+:31].[Cu:37]([I:38])[I:39].[O:32]=[CH:33][N:34]([CH3:35])[CH3:36]>>[CH2:1]([c:2]1[cH:3][cH:4][cH:5][cH:6][cH:7]1)[N:8]1[CH2:9][CH2:10][O:11][c:12]2[c:13]([n:15][cH:16][c:17](-[n:22]3[c:21]([CH3:20])[n:25][cH:24][cH:23]3)[n:18]2)[CH2:14]1. Reactants: CCCCC(=O)Cl, Fc1cc2nc(COc3ccccc3)n(Cc3ccc(Cl)cc3)c2cc1N1CCNCC1, ClCCl. Yields the product CCCCC(=O)N1CCN(c2cc3c(cc2F)nc(COc2ccccc2)n3Cc2ccc(Cl)cc2)CC1. Reaction SMILES: [C:33]([CH2:34][CH2:35][CH2:36][CH3:37])(=[O:38])[Cl:39].[Cl:1][c:2]1[cH:3][cH:4][c:5]([CH2:6][n:7]2[c:8]([CH2:23][O:24][c:25]3[cH:26][cH:27][cH:28][cH:29][cH:30]3)[n:9][c:10]3[c:11]2[cH:12][c:13]([N:17]2[CH2:18][CH2:19][NH:20][CH2:21][CH2:22]2)[c:14]([F:16])[cH:15]3)[cH:31][cH:32]1.[Cl:40][CH2:41][Cl:42]>>[Cl:1][c:2]1[cH:3][cH:4][c:5]([CH2:6][n:7]2[c:8]([CH2:23][O:24][c:25]3[cH:26][cH:27][cH:28][cH:29][cH:30]3)[n:9][c:10]3[c:11]2[cH:12][c:13]([N:17]2[CH2:18][CH2:19][N:20]([C:33]([CH2:34][CH2:35][CH2:36][CH3:37])=[O:38])[CH2:21][CH2:22]2)[c:14]([F:16])[cH:15]3)[cH:31][cH:32]1. The reactants are CC(C)C1=C(C(=NC(=N1)N(C)S(=O)(=O)C)C=2C=CC(=CC2)F)/C=C/[C@H](C[C@H](CC(=O)O)O)O (rosuvastatin), lactone, [Mg+2].[Br-].[Br-] (MgBr2), Cl.NO (hydroxylamine hydrochloride), C([O-])(O)=O.[Na+] (sodium bicarbonate). Solvent: CCOC(=O)C (EtOAc), C1CCOC1.CO (THF MeOH), CC#N (CH3CN), C(Cl)Cl (CH2Cl2). Product: FC1=CC=C(C=C1)C1=NC(=NC(=C1/C=C/[C@H](C[C@H](CC(=O)NO)O)O)C(C)C)N(S(=O)(=O)C)C ((3R,5S,6E)-7-[4-(4-fluorophenyl)-2-(N-methylmethanesulfonamido)-6-isopropyl pyrimidin-5-yl]-3,5-dihydroxy-N-hydroxy-6-heptenamide). RXN SMILES: [CH3:1][CH:2]([C:4]1[N:9]=[C:8]([N:10]([S:12]([CH3:15])(=[O:14])=[O:13])[CH3:11])[N:7]=[C:6]([C:16]2[CH:17]=[CH:18][C:19]([F:22])=[CH:20][CH:21]=2)[C:5]=1/[CH:23]=[CH:24]/[C@@H:25]([OH:33])[CH2:26][C@@H:27]([OH:32])[CH2:28][C:29](O)=[O:30])[CH3:3].[Mg+2].[Br-].[Br-].Cl.[NH2:38][OH:39].C(=O)(O)[O-].[Na+]>C1COCC1.CO.C(Cl)Cl.CCOC(C)=O.CC#N>[F:22][C:19]1[CH:20]=[CH:21][C:16]([C:6]2[C:5](/[CH:23]=[CH:24]/[C@@H:25]([OH:33])[CH2:26][C@@H:27]([OH:32])[CH2:28][C:29]([NH:38][OH:39])=[O:30])=[C:4]([CH:2]([CH3:3])[CH3:1])[N:9]=[C:8]([N:10]([CH3:11])[S:12]([CH3:15])(=[O:13])=[O:14])[N:7]=2)=[CH:17][CH:18]=1 |f:1.2.3,4.5,6.7,8.9|. Reported procedure: By a procedure similar to Lova-HA, rosuvastatin (68 mg, 0.15 mmol, in the lactone form) was treated with MgBr2 (54 mg, 0.29 mmol), hydroxylamine hydrochloride (87 mg, 1.25 mmol), and sodium bicarbonate (99 mg, 1.18 mmol) in anhydrous THF/MeOH (7:3, 647 L) at ambient temperature for 6 h to give Rosuva-HA (37 mg, 51%). The purity was 97% as shown by HPLC analysis on an HC—C18 column (Agilent, 4.6×250 mm, 5 am), tR=13.8 min (gradients of 25-80% aqueous CH3CN in 30 min). C22H29FN4O6S; colorless oil;...